The task is: describe an organic reaction: reactants, conditions, products, and yield. This data is from the Open Reaction Database (ORD), a public repository of structured organic reaction records. Reactants: C(=S)N (thioformamide), COC1=CC=C(C=C1)C(C(C1=CC=C(C=C1)OC)Br)=O (p-Methoxy-2-bromo-2-(p-methoxyphenyl)acetophenone). Run in C(C)#N (acetonitrile), C(C)#N (acetonitrile). Conditions: time 15 minute. Yields the product COC1=CC=C(C=C1)C=1N=CSC1C1=CC=C(C=C1)OC (4,5-bis(p-methoxyphenyl)thiazole). Isolated yield 59.0%. As a reaction SMILES: [CH:1]([NH2:3])=[S:2].[CH3:4][O:5][C:6]1[CH:11]=[CH:10][C:9]([C:12](=O)[CH:13](Br)[C:14]2[CH:19]=[CH:18][C:17]([O:20][CH3:21])=[CH:16][CH:15]=2)=[CH:8][CH:7]=1>C(#N)C>[CH3:21][O:20][C:17]1[CH:16]=[CH:15][C:14]([C:13]2[N:3]=[CH:1][S:2][C:12]=2[C:9]2[CH:8]=[CH:7][C:6]([O:5][CH3:4])=[CH:11][CH:10]=2)=[CH:19][CH:18]=1. Procedure: An ethereal solution of thioformamide (0.153 mole) was concentrated in vacuo at less than 25°. The residue was slurried with acetonitrile (10 ml.) and cooled in an ice water bath. p-Methoxy-2-bromo-2-(p-methoxyphenyl)acetophenone (4.27 g.; 0.0128 mole) was dissolved in acetonitrile (50 ml.) and added via syringe to the above slurry. After stirring for 15 minutes in ice, the flask was refrigerated at 5°-10° for 16 hours. The solution was then stirred at ambient temperature for 70 hours before wor...